This data is from the Open Reaction Database (ORD), a public repository of structured organic reaction records. The task is: describe an organic reaction: reactants, conditions, products, and yield Reactants: Cl.N1(CCNCC1)C1=CC=C(C=C1)NS(=O)(=O)C (N-[(4-piperazin-1-yl)phenyl]methanesulphonamide hydrochloride), ClC1=NC=CC(=C1)[N+](=O)[O-] (2-chloro-4-nitropyridine), C([O-])(O)=O.[Na+] (sodium bicarbonate). The solvent is C(CCC)O (n-butanol). Reaction conditions: time 24 hour. Yields the product [N+](=O)([O-])C1=CC(=NC=C1)N1CCN(CC1)C1=CC=C(C=C1)NS(=O)(=O)C (N-{4-[4-(4-Nitropyrid-2-yl)piperazin-1-yl]phenyl}methanesulphonamide). Reaction SMILES: Cl.[N:2]1([C:8]2[CH:13]=[CH:12][C:11]([NH:14][S:15]([CH3:18])(=[O:17])=[O:16])=[CH:10][CH:9]=2)[CH2:7][CH2:6][NH:5][CH2:4][CH2:3]1.Cl[C:20]1[CH:25]=[C:24]([N+:26]([O-:28])=[O:27])[CH:23]=[CH:22][N:21]=1.C(=O)(O)[O-].[Na+]>C(O)CCC>[N+:26]([C:24]1[CH:23]=[CH:22][N:21]=[C:20]([N:5]2[CH2:6][CH2:7][N:2]([C:8]3[CH:9]=[CH:10][C:11]([NH:14][S:15]([CH3:18])(=[O:17])=[O:16])=[CH:12][CH:13]=3)[CH2:3][CH2:4]2)[CH:25]=1)([O-:28])=[O:27] |f:0.1,3.4|. Reported procedure: A mixture of the product of (iii) above (1.46 g), 2-chloro-4-nitropyridine (0.79 g) and sodium bicarbonate (1.26 g) in n-butanol (30 ml) were heated under reflux with stirring for 24 hours and then cooled and filtered. The solid was washed with methanol and the combined filtrate and washings were evaporated to give a gum that was chromatographed on silica gel. Elution with dichloromethane, gradually increasing the polarity to dichloromethane/methanol (4:1) gave a mixture of the desired product, ... Starting materials: C1CCOC1, C=Cc1cc(C(=O)OC)cc(F)c1OCOC, CCOC(C)=O, Cl. Product: C=Cc1cc(C(=O)OC)cc(F)c1O. RXN SMILES: [CH2:19]1[O:20][CH2:21][CH2:22][CH2:23]1.[CH3:1][O:2][C:3]([c:4]1[cH:5][c:6]([F:16])[c:7]([O:12][CH2:13][O:14][CH3:15])[c:8]([CH:10]=[CH2:11])[cH:9]1)=[O:17].[CH3:24][CH2:25][O:26][C:27](=[O:28])[CH3:29].[ClH:18]>>[CH3:1][O:2][C:3]([c:4]1[cH:5][c:6]([F:16])[c:7]([OH:12])[c:8]([CH:10]=[CH2:11])[cH:9]1)=[O:17]. Reactants: C(C)OC(=O)C=1C(=NNC1C)N (3-Amino-5-methyl-1H-pyrazole-4-carboxylic acid ethyl ester), CN(C)C=O (DMF), C(=O)([O-])[O-].[K+].[K+] (K2CO3), ClCC(=O)N1CCN(CC1)C1=CC=C(C=C1)F (2-Chloro-1-[4-(4-fluoro-phenyl)-piperazin-1-yl]-ethanone). The solvent is CCCCCC.C(C)(=O)OCC (hexane ethyl acetate). The product is C(C)OC(=O)C=1C(=NN(C1C)CC(=O)N1CCN(CC1)C1=CC=C(C=C1)F)N (3-Amino-1-{2-[4-(4-fluoro-phenyl)-piperazin-1-yl]-2-oxo-ethyl}-5-methyl-1H-pyrazole-4-carboxylic acid ethyl ester). As a reaction SMILES: [CH2:1]([O:3][C:4]([C:6]1[C:7]([NH2:12])=[N:8][NH:9][C:10]=1[CH3:11])=[O:5])[CH3:2].C([O-])([O-])=O.[K+].[K+].Cl[CH2:20][C:21]([N:23]1[CH2:28][CH2:27][N:26]([C:29]2[CH:34]=[CH:33][C:32]([F:35])=[CH:31][CH:30]=2)[CH2:25][CH2:24]1)=[O:22].CN(C=O)C>CCCCCC.C(OCC)(=O)C>[CH2:1]([O:3][C:4]([C:6]1[C:7]([NH2:12])=[N:8][N:9]([CH2:20][C:21]([N:23]2[CH2:24][CH2:25][N:26]([C:29]3[CH:34]=[CH:33][C:32]([F:35])=[CH:31][CH:30]=3)[CH2:27][CH2:28]2)=[O:22])[C:10]=1[CH3:11])=[O:5])[CH3:2] |f:1.2.3,6.7|. Procedure details: Protocol T was followed using 3-Amino-5-methyl-1H-pyrazole-4-carboxylic acid ethyl ester, K2CO3, 2-Chloro-1-[4-(4-fluoro-phenyl)-piperazin-1-yl]-ethanone and DMF. Column chromatography using a solvent mixture (hexane/ethyl acetate=1/4) afforded the title compound as a colorless oil. 1H NMR (400 MHz, CDCl3): 6.94-7.1 (m, 2H), 6.84-6.88 (m, 2H), 5.52 (s, 2H), 4.78 (s, 2H), 4.24-4.32 (q, 2H), 3.74-3.82 (m, 4H), 3.0-3.1 (m, 4H), 2.3 (s, 3H), 1.31-1.38 (t, 3H). MS (ES) M+H expected 389.43, found 390....